This data is from the Open Reaction Database (ORD), a public repository of structured organic reaction records. The task is: describe an organic reaction: reactants, conditions, products, and yield Starting materials: Cl (HCl), C(C1=CC=CC=C1)OC(=O)N1CC(CC1)C(=O)O (1-[(benzyloxy)carbonyl]pyrrolidine-3-carboxylic acid), B (borane). Run in C1CCOC1 (THF), C1CCOC1 (THF). Conditions: time 16 hour. Product: OCC1CN(CC1)C(=O)OCC1=CC=CC=C1 (Benzyl 3-(hydroxymethyl)pyrrolidine-1-carboxylate). Reaction SMILES: [CH2:1]([O:8][C:9]([N:11]1[CH2:15][CH2:14][CH:13]([C:16](O)=[O:17])[CH2:12]1)=[O:10])[C:2]1[CH:7]=[CH:6][CH:5]=[CH:4][CH:3]=1.B.Cl>C1COCC1>[OH:17][CH2:16][CH:13]1[CH2:14][CH2:15][N:11]([C:9]([O:8][CH2:1][C:2]2[CH:3]=[CH:4][CH:5]=[CH:6][CH:7]=2)=[O:10])[CH2:12]1. Reported procedure: To a solution of 1-[(benzyloxy)carbonyl]pyrrolidine-3-carboxylic acid (1.0 g, 4.0 mmol) in THF (37 mL) at 0° C. was added dropwise a solution of 1.0 M borane in THF (16.4 mL). The reaction was allowed to warm to room temperature and stir for 16 hours. The mixture was cooled to 0° C. and 10% HCl (50 mL) was added. After the addition, the mixture was extracted with DCM, and the extract was washed sequentially with saturated NaHCO3 solution and brine, then dried over sodium sulfate, filtered and th... The reactants are FC(C=1C=CC=C2C(=CC=NC12)NC1=C(SC=C1)C(=O)OC)(F)F (methyl 3-(8-trifluoromethyl-4-quinolylamino)-2-thiophene-carboxylate), ClC1=CC=C(C=C1)N1CCN(CC1)CCO (4-(4-chlorophenyl)-1-piperazine ethanol), [H-].[Na+] (sodium hydride). The solvent is C1(=CC=CC=C1)C (toluene), C1(=CC=CC=C1)C (toluene). Reaction conditions: temperature 60 celsius, time 16 hour. The product is FC(C=1C=CC=C2C(=CC=NC12)NC1=C(SC=C1)C(=O)OCCN1CCN(CC1)C1=CC=C(C=C1)Cl)(F)F (2-[4-(4-chlorophenyl)-1-piperazinyl]-ethyl 3-(8-trifluoromethyl 4-quinolylamino)-2-thiophene-carboxylate). Yield: 76.7%. Reaction SMILES: [F:1][C:2]([F:24])([F:23])[C:3]1[CH:4]=[CH:5][CH:6]=[C:7]2[C:12]=1[N:11]=[CH:10][CH:9]=[C:8]2[NH:13][C:14]1[CH:18]=[CH:17][S:16][C:15]=1[C:19]([O:21][CH3:22])=[O:20].[Cl:25][C:26]1[CH:31]=[CH:30][C:29]([N:32]2[CH2:37][CH2:36][N:35]([CH2:38]CO)[CH2:34][CH2:33]2)=[CH:28][CH:27]=1.[H-].[Na+]>C1(C)C=CC=CC=1>[F:24][C:2]([F:1])([F:23])[C:3]1[CH:4]=[CH:5][CH:6]=[C:7]2[C:12]=1[N:11]=[CH:10][CH:9]=[C:8]2[NH:13][C:14]1[CH:18]=[CH:17][S:16][C:15]=1[C:19]([O:21][CH2:22][CH2:38][N:35]1[CH2:34][CH2:33][N:32]([C:29]2[CH:30]=[CH:31][C:26]([Cl:25])=[CH:27][CH:28]=2)[CH2:37][CH2:36]1)=[O:20] |f:2.3|. Procedure: A mixture of 7.04 g of methyl 3-(8-trifluoromethyl-4-quinolylamino)-2-thiophene-carboxylate, 5.5 g of 4-(4-chlorophenyl)-1-piperazine ethanol and 50 ml of anhydrous toluene was refluxed for an hour while passing condensed toluene through a column filled with siliporite and after cooling the mixture to 60° C, 150 ml of sodium hydride were added. The mixture was refluxed with stirring for 16 hours and the toluene was distilled. The residue was extracted with methylene chloride, was washed and drie... Reactants: CC(C)(C)N(C([O-])=O)[C@@H](C(=O)NC1=CC=C(C=C1)OC1=CC(=CC2=C1C(=NO2)C)C)C (1,1-dimethylethyl[(1R)-2-({4-[(3,6-dimethyl-1,2-benzisoxazol-4-yl)oxy]phenyl}amino)-1-methyl-2-oxoethyl]carbamate), Intermediate 22, C(=O)(C(F)(F)F)O (TFA). Run in ClCCl (dichloromethane). Reaction conditions: time 1 hour. Product: CC1=NOC2=C1C(=CC(=C2)C)OC2=CC=C(C=C2)NC([C@H](N)C)=O (N1-{4-[(3,6-dimethyl-1,2-benzisoxazol-4-yl)oxy]phenyl}-D-alaninamide). Reaction SMILES: CC([N:5]([C@H:9]([CH3:31])[C:10]([NH:12][C:13]1[CH:18]=[CH:17][C:16]([O:19][C:20]2[C:25]3[C:26]([CH3:29])=[N:27][O:28][C:24]=3[CH:23]=[C:22]([CH3:30])[CH:21]=2)=[CH:15][CH:14]=1)=[O:11])C(=O)[O-])(C)C.C(O)(C(F)(F)F)=O>ClCCl>[CH3:29][C:26]1[C:25]2[C:20]([O:19][C:16]3[CH:15]=[CH:14][C:13]([NH:12][C:10](=[O:11])[C@@H:9]([CH3:31])[NH2:5])=[CH:18][CH:17]=3)=[CH:21][C:22]([CH3:30])=[CH:23][C:24]=2[O:28][N:27]=1. Procedure: 1,1-dimethylethyl[(1R)-2-({4-[(3,6-dimethyl-1,2-benzisoxazol-4-yl)oxy]phenyl}amino)-1-methyl-2-oxoethyl]carbamate) (Intermediate 22, 74 mg) was dissolved in 3.0 ml of dichloromethane. TFA (1.5 ml) was added and the reaction mixture was stirred at room temperature for 1 hour. After removal of the volatiles, the residue was purified with a SCX cartridge and eluted with DCM/MeOH/NH3 (2.0 M solution in MeOH). The evaporation of the volatiles, afforded 54 mg of the title compound. Reactants: COC(C1=C(C=C(C=C1)OCCCO/N=C/C=1N(C2=CC=CC=C2C1)CC1=CC=CC=C1)O)=O (4-[3-({[(1E)-(1-benzyl-1H-indol-2-yl)methylidene]amino}oxy)propoxy]-2-hydroxybenzoic acid methyl ester), [OH-].[Na+] (sodium hydroxide). Product: C(C1=CC=CC=C1)N1C(=CC2=CC=CC=C12)\C=N\OCCCOC1=CC(=C(C(=O)O)C=C1)O (4-[3-({[(1E)-(1-benzyl-1H-indol-2-yl)methylidene]amino}oxy)propoxy]-2-hydroxybenzoic acid). Isolated yield 61.6%. Reaction SMILES: C[O:2][C:3](=[O:34])[C:4]1[CH:9]=[CH:8][C:7]([O:10][CH2:11][CH2:12][CH2:13][O:14]/[N:15]=[CH:16]/[C:17]2[N:18]([CH2:26][C:27]3[CH:32]=[CH:31][CH:30]=[CH:29][CH:28]=3)[C:19]3[C:24]([CH:25]=2)=[CH:23][CH:22]=[CH:21][CH:20]=3)=[CH:6][C:5]=1[OH:33].[OH-].[Na+]>>[CH2:26]([N:18]1[C:19]2[C:24](=[CH:23][CH:22]=[CH:21][CH:20]=2)[CH:25]=[C:17]1/[CH:16]=[N:15]/[O:14][CH2:13][CH2:12][CH2:11][O:10][C:7]1[CH:8]=[CH:9][C:4]([C:3]([OH:34])=[O:2])=[C:5]([OH:33])[CH:6]=1)[C:27]1[CH:28]=[CH:29][CH:30]=[CH:31][CH:32]=1 |f:1.2|. Procedure: This compound was produced using similar methods as those used in Step 5, example 3, starting with 4-[3-({[(1E)-(1-benzyl-1H-indol-2-yl)methylidene]amino}oxy)propoxy]-2-hydroxybenzoic acid methyl ester (0.104 g, 0.23 mmol) and 2.5 M sodium hydroxide solution (3 mL). The crude material was purified by flash chromatography through silica gel using ethyl acetate/hexanes (10/90 with 1% formic acid gradient to 20/80 with 1% formic acid) followed by recrystallization one time from methylene chloride/h... As a reaction SMILES: [CH3:36][N:37]([CH3:38])[CH:39]=[O:40].[Cl:28][N:29]1[C:30](=[O:31])[CH2:32][CH2:33][C:34]1=[O:35].[NH2:1][c:2]1[cH:3][cH:4][c:5]([CH2:8][CH:9]([C:10](=[O:11])[O:12][CH2:13][c:14]2[cH:15][cH:16][cH:17][cH:18][cH:19]2)[NH:20][C:21](=[O:22])[O:23][C:24]([CH3:25])([CH3:26])[CH3:27])[cH:6][cH:7]1.[OH2:41]>>[NH2:1][c:2]1[c:3]([Cl:28])[cH:4][c:5]([CH2:8][CH:9]([C:10](=[O:11])[O:12][CH2:13][c:14]2[cH:15][cH:16][cH:17][cH:18][cH:19]2)[NH:20][C:21](=[O:22])[O:23][C:24]([CH3:25])([CH3:26])[CH3:27])[cH:6][cH:7]1. The product is CC(C)(C)OC(=O)NC(Cc1ccc(N)c(Cl)c1)C(=O)OCc1ccccc1. The reactants are CN(C)C=O, O=C1CCC(=O)N1Cl, CC(C)(C)OC(=O)NC(Cc1ccc(N)cc1)C(=O)OCc1ccccc1, O. Starting materials: ClC(Cl)Cl, COC(=O)Cl, O=C(NCCO)C(F)(F)Cc1c[nH]c([N+](=O)[O-])n1, c1ccncc1. Product: COC(=O)OCCNC(=O)C(F)(F)Cc1c[nH]c([N+](=O)[O-])n1. As a reaction SMILES: [CH:30]([Cl:31])([Cl:32])[Cl:33].[Cl:25][C:26](=[O:27])[O:28][CH3:29].[OH:1][CH2:2][CH2:3][NH:4][C:5]([C:6]([CH2:7][c:8]1[n:9][c:10]([N+:13](=[O:14])[O-:15])[nH:11][cH:12]1)([F:16])[F:17])=[O:18].[cH:19]1[cH:20][cH:21][n:22][cH:23][cH:24]1>>[O:1]([CH2:2][CH2:3][NH:4][C:5]([C:6]([CH2:7][c:8]1[n:9][c:10]([N+:13](=[O:14])[O-:15])[nH:11][cH:12]1)([F:16])[F:17])=[O:18])[C:26](=[O:27])[O:28][CH3:29]. The reactants are Br (HBr), BrBr (Bromine), C(=O)(OCC)N1CCC(CC1)=O (N-carbethoxy-4-piperidone), solution. The solvent is O (H2O), C1CCOC1 (THF). Run at time 15 minute. Yields the product C(C)OC(=O)N1CC(C(CC1)=O)Br (3-bromo-4-oxo-1-piperidinecarboxylic acid ethyl ester). Yield: 108.0%. Reaction SMILES: [Br:1]Br.[C:3]([N:8]1[CH2:13][CH2:12][C:11](=[O:14])[CH2:10][CH2:9]1)([O:5][CH2:6][CH3:7])=[O:4].Br>O.C1COCC1>[CH2:6]([O:5][C:3]([N:8]1[CH2:9][CH2:10][C:11](=[O:14])[CH:12]([Br:1])[CH2:13]1)=[O:4])[CH3:7]. Procedure: Bromine (2.83 mL, 55 mmol) was added dropwise to a stirred solution of N-carbethoxy-4-piperidone (7.54 mL, 50 mmol) and a 48% solution of HBr in H2O (1.41 mL) in THF (88 mL) at 0° C. The mixture was stirred at room temperature for 15 minutes and then quenched with a saturated solution of Na2S2O3, basified with a saturated solution of Na2CO3 and extracted with diethyl ether. The organic layer was separated, dried (Na2SO4), filtered and the solvents evaporated in vacuo to yield 3-bromo-4-oxo-1-pip...